From a dataset of the Open Reaction Database (ORD), a public repository of structured organic reaction records. describe an organic reaction: reactants, conditions, products, and yield The reactants are ClC(Cl)Cl, O=C(Oc1cccc(I)c1OC(=O)C(F)(F)F)C(F)(F)F, I, c1ccc(-c2c3ccc(cc4ccc([nH]4)c(-c4ccccc4)c4ccc(cc5ccc2[nH]5)n4)n3)cc1, c1ccncc1. Product: Ic1c2ccc(n2)c(-c2ccccc2)c2ccc(cc3ccc(n3)c(-c3ccccc3)c3ccc1[nH]3)[nH]2. Reaction SMILES: [Cl:65][CH:66]([Cl:67])[Cl:68].[F:38][C:39]([F:40])([F:41])[C:42]([O:43][c:44]1[c:45]([O:46][C:47](=[O:48])[C:50]([F:51])([F:52])[F:53])[c:54]([I:49])[cH:55][cH:56][cH:57]1)=[O:58].[I:37].[c:1]1(-[c:7]2[c:8]3[cH:9][cH:10][c:11]([nH:12]3)[cH:13][c:14]3[cH:15][cH:16][c:17]([c:18](-[c:30]4[cH:31][cH:32][cH:33][cH:34][cH:35]4)[c:19]4[cH:20][cH:21][c:22]([cH:23][c:24]5[cH:25][cH:26][c:27]2[n:28]5)[nH:29]4)[n:36]3)[cH:2][cH:3][cH:4][cH:5][cH:6]1.[cH:59]1[cH:60][cH:61][n:62][cH:63][cH:64]1>>[c:1]1(-[c:7]2[c:8]3[cH:9][cH:10][c:11]([nH:12]3)[cH:13][c:14]3[cH:15][cH:16][c:17]([c:18](-[c:30]4[cH:31][cH:32][cH:33][cH:34][cH:35]4)[c:19]4[cH:20][cH:21][c:22]([c:23]([I:49])[c:24]5[cH:25][cH:26][c:27]2[n:28]5)[nH:29]4)[n:36]3)[cH:2][cH:3][cH:4][cH:5][cH:6]1. Starting materials: N1CCC(C(=O)OCC)CC1 (Ethyl isonipecotate), ClC1=C(C(=O)O)C=C(C(=N1)Cl)F (2,6-dichloro-5-fluoronicotinic acid). Run in CN(C)C=O (DMF). Conditions: temperature 80 celsius. Product: ClC1=C(C(=O)O)C=C(C(=N1)N1CCC(CC1)C(=O)OCC)F (2-chloro-6-[4-(ethoxycarbonyl)piperidin-1-yl]-5-fluoronicotinic acid). As a reaction SMILES: [NH:1]1[CH2:11][CH2:10][CH:4]([C:5]([O:7][CH2:8][CH3:9])=[O:6])[CH2:3][CH2:2]1.[Cl:12][C:13]1[N:21]=[C:20](Cl)[C:19]([F:23])=[CH:18][C:14]=1[C:15]([OH:17])=[O:16]>CN(C=O)C>[Cl:12][C:13]1[N:21]=[C:20]([N:1]2[CH2:2][CH2:3][CH:4]([C:5]([O:7][CH2:8][CH3:9])=[O:6])[CH2:10][CH2:11]2)[C:19]([F:23])=[CH:18][C:14]=1[C:15]([OH:17])=[O:16]. Procedure details: Ethyl isonipecotate was added to a DMF solution of 2,6-dichloro-5-fluoronicotinic acid, and the mixture was stirred at 80° C. to obtain 2-chloro-6-[4-(ethoxycarbonyl)piperidin-1-yl]-5-fluoronicotinic acid. Product: CC(C)(C)NS(=O)(=O)c1cccc(-c2ccc3cnc(O)nn23)c1. Reaction SMILES: [C:4]([CH3:5])([CH3:6])([CH3:7])[NH:8][S:9](=[O:10])(=[O:11])[c:12]1[cH:13][c:14](-[c:18]2[cH:19][cH:20][c:21]3[cH:22][n:23][c:24]([S:27]([CH3:28])(=[O:29])=[O:30])[n:25][n:26]23)[cH:15][cH:16][cH:17]1.[CH3:31][C:32](=[O:33])[OH:34].[Na+:2].[OH-:1].[OH2:3]>>[OH:1][c:24]1[n:23][cH:22][c:21]2[cH:20][cH:19][c:18](-[c:14]3[cH:13][c:12]([S:9]([NH:8][C:4]([CH3:5])([CH3:6])[CH3:7])(=[O:10])=[O:11])[cH:17][cH:16][cH:15]3)[n:26]2[n:25]1. Reactants: CC(C)(C)NS(=O)(=O)c1cccc(-c2ccc3cnc(S(C)(=O)=O)nn23)c1, CC(=O)O, [Na+], [OH-], O. Starting materials: FC1=C(C(=O)NC2=C(C3=C(C(OC3(C)C)(C)C)S2)C(=O)O)C(=CC=C1)C(F)(F)F (2-{[2-fluoro-6-(trifluoromethyl)benzoyl]amino}-4,4,6,6-tetramethyl-4,6-dihydrothieno[2,3-c]furan-3-carboxylic acid), C1(CCC1)N (cyclobutylamine). Yields the product C1(CCC1)NC(=O)C1=C(SC=2C(OC(C21)(C)C)(C)C)NC(C2=C(C=CC=C2C(F)(F)F)F)=O (N-cyclobutyl-2-{[2-fluoro-6-(trifluoromethyl)benzoyl]amino}-4,4,6,6-tetramethyl-4,6-dihydrothieno[2,3-c]furan-3-carboxamide). Reaction SMILES: [F:1][C:2]1[CH:25]=[CH:24][CH:23]=[C:22]([C:26]([F:29])([F:28])[F:27])[C:3]=1[C:4]([NH:6][C:7]1[S:18][C:10]2[C:11]([CH3:17])([CH3:16])[O:12][C:13]([CH3:15])([CH3:14])[C:9]=2[C:8]=1[C:19](O)=[O:20])=[O:5].[CH:30]1([NH2:34])[CH2:33][CH2:32][CH2:31]1>>[CH:30]1([NH:34][C:19]([C:8]2[C:9]3[C:13]([CH3:14])([CH3:15])[O:12][C:11]([CH3:16])([CH3:17])[C:10]=3[S:18][C:7]=2[NH:6][C:4](=[O:5])[C:3]2[C:22]([C:26]([F:28])([F:29])[F:27])=[CH:23][CH:24]=[CH:25][C:2]=2[F:1])=[O:20])[CH2:33][CH2:32][CH2:31]1. Reported procedure: The title compound was prepared from the product of Example 45A and commercially available cyclobutylamine using the procedure described for Example 2B. 1H NMR (DMSO-d6, 300 MHz) δ 1.43 (s, 6H), 1.47 (s, 6H), 1.55-1.68 (m, 2H), 1.87-2.01 (m, 2H), 2.10-2.20 (m 2H), 4.21-4.35 (m, 1H), 7.66-7.80 (m, 3H), 8.28 (d, J=7.5 Hz, 1H), 11.55 (br s, 1H). MS (ESI+) m/z 485 (M+H)+. Anal. calcd. for C23H24F4N2O3S: C, 57.02; H, 4.99; N, 5.78. Found: C, 57.05; H, 5.02; N, 5.81.